Dataset: the Open Reaction Database (ORD), a public repository of structured organic reaction records. Task: describe an organic reaction: reactants, conditions, products, and yield Reported procedure: 3-Bromo-4-(methyloxy)benzonitrile (2.12 g, 10 mmol), THF (30 mL), and 1.5 M borane in THF (30 mL, 45 mmols) were combined and stirred under argon at reflux. The additional 1.5 M borane in THF (30 mL, 45 mmols) and reflux continued. THF (30 mL), and 1.5 M borane in THF (30 mL, 45 mmols) was again added and the mixture refluxed for a total of ten days to drive the reaction to completion. The reaction was worked up by the cautious addition of ethanol followed by 1N HCl until the pH was 2. This mixt... Run in C(C)O (ethanol). Reactants: B (borane), C1CCOC1 (THF), Cl (HCl), BrC=1C=C(C#N)C=CC1OC (3-Bromo-4-(methyloxy)benzonitrile), C1CCOC1 (THF), B (borane), C1CCOC1 (THF), C1CCOC1 (THF), C1CCOC1 (THF), B (borane). Conditions: temperature 50 celsius. As a reaction SMILES: [Br:1][C:2]1[CH:3]=[C:4]([CH:7]=[CH:8][C:9]=1[O:10][CH3:11])[C:5]#[N:6].C1COCC1.B.Cl>C(O)C>[Br:1][C:2]1[CH:3]=[C:4]([CH2:5][NH2:6])[CH:7]=[CH:8][C:9]=1[O:10][CH3:11]. Yields the product BrC=1C=C(C=CC1OC)CN ({[3-Bromo-4-(methyloxy)phenyl]methyl}amine). The reactants are Cl.CN(C(CS)=N)C (N, N-dimethyl-2-(mercapto) acetamidine hydrochloride), C(C)(=O)OC(C)=O (acetic anhydride). Solvent: C(C)(=O)O (acetic acid). Yields the product Cl.CN(C(CSC(C)=O)=N)C (N,N-dimethyl-2-(acetylthio) acetamidine hydrochloride). As a reaction SMILES: [ClH:1].[CH3:2][N:3]([CH3:8])[C:4](=[NH:7])[CH2:5][SH:6].[C:9](OC(=O)C)(=[O:11])[CH3:10]>C(O)(=O)C>[ClH:1].[CH3:2][N:3]([CH3:8])[C:4](=[NH:7])[CH2:5][S:6][C:9](=[O:11])[CH3:10] |f:0.1,4.5|. Reported procedure: To a solution of 1.54 g. of N, N-dimethyl-2-(mercapto) acetamidine hydrochloride in 15 ml. of acetic acid was added 2 ml. of acetic anhydride, and the reaction mixture was heated at 55°-60° C. for 3 hours, after which it was concentrated in vacuo. The product was crystallized from ether, filtered, and air dried, then recrystallized from ethanol to yield 1.1 g., m.p. 162.5°-163° C. The reactants are COCC=CC1=C(C(=O)NC2(CC3=CC=CC=C3C2)C(=O)O)C=CC=C1C (2-[2-(3-methoxy-propenyl)-3-methyl-benzoylamino]-indan-2-carboxylic acid). Reagents/catalysts: [Pd] (Pd—C). Solvent: CCO (EtOH). The product is COCCCC1=C(C(=O)NC2(CC3=CC=CC=C3C2)C(=O)O)C=CC=C1C (2-[2-(3-Methoxy-propyl)-3-methyl-benzoylamino]-indan-2-carboxylic acid). Yield: 64.0%. As a reaction SMILES: [CH3:1][O:2][CH2:3][CH:4]=[CH:5][C:6]1[C:26]([CH3:27])=[CH:25][CH:24]=[CH:23][C:7]=1[C:8]([NH:10][C:11]1([C:20]([OH:22])=[O:21])[CH2:19][C:18]2[C:13](=[CH:14][CH:15]=[CH:16][CH:17]=2)[CH2:12]1)=[O:9]>CCO.[Pd]>[CH3:1][O:2][CH2:3][CH2:4][CH2:5][C:6]1[C:26]([CH3:27])=[CH:25][CH:24]=[CH:23][C:7]=1[C:8]([NH:10][C:11]1([C:20]([OH:22])=[O:21])[CH2:12][C:13]2[C:18](=[CH:17][CH:16]=[CH:15][CH:14]=2)[CH2:19]1)=[O:9]. Reported procedure: To a solution of 2-[2-(3-methoxy-propenyl)-3-methyl-benzoylamino]-indan-2-carboxylic acid (229) (120 mg, 0.34 mmol) in absolute EtOH (15 mL) is added the catalyst, Pd—C (5 wt. % Pd, 93 mg, 4.4% mmol) under argon. The resulting reaction mixture is moved to the Paar apparatus to run hydrogenation: 55 psi, 50° C., overnight. The catalyst is removed by the filtration through a pre-column (10 g silica gel) and washed with EtOH. The combined organic solution is concentrated in vacuo. The residue is pu... The reactants are CI, Cc1c([N+](=O)[O-])ccc(O)c1Cl, [H-], [Na+], CN(C)C=O. Yields the product COc1ccc([N+](=O)[O-])c(C)c1Cl. RXN SMILES: [CH3:15][I:16].[Cl:1][c:2]1[c:3]([OH:12])[cH:4][cH:5][c:6]([N+:9](=[O:10])[O-:11])[c:7]1[CH3:8].[H-:13].[Na+:14].[O:17]=[CH:18][N:19]([CH3:20])[CH3:21]>>[Cl:1][c:2]1[c:3]([O:12][CH3:15])[cH:4][cH:5][c:6]([N+:9](=[O:10])[O-:11])[c:7]1[CH3:8]. Reactants: BrCCCCC (bromopentane), [I-].[Na+] (sodium iodide), C(CCC)[C@@]1([C@@H](O[C@@H]([C@H]1OCCCC)C(O)=[SnH2])N1C(=O)NC(=O)C=C1)O (2',3'-O-dibutylstannylene uridine), product. Run in CN(C)C=O (DMF). Yields the product C(CCCC)O[C@H]1[C@@H](O[C@@H]([C@H]1O)CO)N1C(=O)NC(=O)C=C1 (2'-O-Pentyluridine). Reaction SMILES: C([C@@:5]1([OH:26])[C@H:9]([O:10]CCCC)[C@@H:8]([C:15](=[SnH2])[OH:16])[O:7][C@H:6]1[N:18]1[CH:25]=[CH:24][C:22](=[O:23])[NH:21][C:19]1=[O:20])CCC.Br[CH2:28][CH2:29][CH2:30][CH2:31][CH3:32].[I-].[Na+]>CN(C=O)C>[CH2:28]([O:26][C@@H:5]1[C@H:9]([OH:10])[C@@H:8]([CH2:15][OH:16])[O:7][C@H:6]1[N:18]1[CH:25]=[CH:24][C:22](=[O:23])[NH:21][C:19]1=[O:20])[CH2:29][CH2:30][CH2:31][CH3:32] |f:2.3|. Procedure details: Utilizing the procedures of Examples 50 and 51, 2',3'-O-dibutylstannylene uridine (19.1 g) was treated with bromopentane (7 ml, 1.3 eq.) and sodium iodide (4.5 g) in DMF (90 ml). Purification on a silica gel column utilizing MeOH/CH2Cl2 5%→10% yielded the a mixture of 2' and 3' isomers of the product as a dark oil (9.8 g).